From a dataset of the Open Reaction Database (ORD), a public repository of structured organic reaction records. describe an organic reaction: reactants, conditions, products, and yield Reactants: C1CCNCC1, Cc1cc(=O)c2cccc(C=O)c2o1, CC(=O)O, ClCCl, CC(=O)CC(=O)OCC1CCC1. Yields the product CC(=O)C(=Cc1cccc2c(=O)cc(C)oc12)C(=O)OCC1CCC1. As a reaction SMILES: [CH2:31]1[CH2:32][CH2:33][NH:34][CH2:35][CH2:36]1.[CH3:1][c:2]1[o:3][c:4]2[c:5]([CH:13]=[O:14])[cH:6][cH:7][cH:8][c:9]2[c:10](=[O:12])[cH:11]1.[CH3:27][C:28](=[O:29])[OH:30].[Cl:37][CH2:38][Cl:39].[O:15]=[C:16]([CH2:17][C:18](=[O:19])[O:20][CH2:21][CH:22]1[CH2:23][CH2:24][CH2:25]1)[CH3:26]>>[CH3:1][c:2]1[o:3][c:4]2[c:5]([CH:13]=[C:17]([C:16](=[O:15])[CH3:26])[C:18](=[O:19])[O:20][CH2:21][CH:22]3[CH2:23][CH2:24][CH2:25]3)[cH:6][cH:7][cH:8][c:9]2[c:10](=[O:12])[cH:11]1.